From a dataset of the Open Reaction Database (ORD), a public repository of structured organic reaction records. describe an organic reaction: reactants, conditions, products, and yield The product is Cl.C1CCC2=CC(=CC=C12)NC1=NC=NC2=C(C(=CC=C12)C)I (N-(2,3-dihydro-1H-inden-5-yl)-8-iodo-7-methylquinazolin-4-amine hydrochloride). Yield: 86.5%. Solvent: CCOC(=O)C (EtOAc). Starting materials: C1CCC2=CC(=CC=C12)N (2,3-Dihydro-1H-inden-5-amine), ClC1=NC=NC2=C(C(=CC=C12)C)I (4-chloro-8-iodo-7-methylquinazoline), CC(C)O (IPA), crude product. As a reaction SMILES: [CH2:1]1[C:9]2[C:4](=[CH:5][C:6]([NH2:10])=[CH:7][CH:8]=2)[CH2:3][CH2:2]1.[Cl:11][C:12]1[C:21]2[C:16](=[C:17]([I:23])[C:18]([CH3:22])=[CH:19][CH:20]=2)[N:15]=[CH:14][N:13]=1.CC(O)C>CCOC(C)=O>[ClH:11].[CH2:1]1[C:9]2[C:4](=[CH:5][C:6]([NH:10][C:12]3[C:21]4[C:16](=[C:17]([I:23])[C:18]([CH3:22])=[CH:19][CH:20]=4)[N:15]=[CH:14][N:13]=3)=[CH:7][CH:8]=2)[CH2:3][CH2:2]1 |f:4.5|. Run at temperature 110 celsius. Reported procedure: 2,3-Dihydro-1H-inden-5-amine (109 mg, 821 μmol), 4-chloro-8-iodo-7-methylquinazoline (250 mg, 821 μmol) and IPA (5 mL) were added to microwave-vial. The reaction mixture was heated at 110° C. for 10 min. A precipitate formed upon cooling. The crude product was diluted with EtOAc (20 mL), filtered, washed twice with EtOAc (20 mL) and air-dried to give N-(2,3-dihydro-1H-inden-5-yl)-8-iodo-7-methylquinazolin-4-amine hydrochloride (311 mg, 87%) as an amorphous off-white solid. MS (M+H)+ 402. Starting materials: NC1=NC=CC=C1 (2-aminopyridine), BrC1=CC=C(C(CBr)=O)C=C1 (4-bromophenacyl bromide), C(O)([O-])=O.[Na+] (sodium hydrogen carbonate), C(C)O (ethanol). Solvent: O (water). Run at temperature 80 celsius, time 6 hour. Yields the product BrC1=CC=C(C=C1)C=1N=C2N(C=CC=C2)C1 (2-(4-bromophenyl)imidazo[1,2-a]pyridine). Yield: 76.6%. As a reaction SMILES: [NH2:1][C:2]1[CH:7]=[CH:6][CH:5]=[CH:4][N:3]=1.[Br:8][C:9]1[CH:18]=[CH:17][C:12]([C:13](=O)[CH2:14]Br)=[CH:11][CH:10]=1.C(=O)([O-])O.[Na+].C(O)C>O>[Br:8][C:9]1[CH:18]=[CH:17][C:12]([C:13]2[N:1]=[C:2]3[CH:7]=[CH:6][CH:5]=[CH:4][N:3]3[CH:14]=2)=[CH:11][CH:10]=1 |f:2.3|. Procedure: 1.0 g (11 mmol) of 2-aminopyridine, 3.0 g (11 mmol) of 4-bromophenacyl bromide, and 1.9 g (14 mmol) of sodium hydrogen carbonate were put in a 50 mL three-neck flask, and the air in the flask was replaced with nitrogen. This mixture was added with 10 mL of ethanol, and then heated and stirred at 80° C. for six hours. After the stirring, the mixture was added with water and subjected to suction filtration to give a solid. The obtained solid was washed with water and methanol in this order, whereb... Reactants: CCOC(=O)N1CCN(C(=O)C(CCC(=O)OC(C)(C)C)NC(=O)OCc2ccccc2)CC1, CCO, [H][H]. The product is CCOC(=O)N1CCN(C(=O)C(N)CCC(=O)OC(C)(C)C)CC1. As a reaction SMILES: [CH2:1]([CH3:2])[O:3][C:4](=[O:5])[N:6]1[CH2:7][CH2:8][N:9]([C:12]([CH:13]([CH2:14][CH2:15][C:16](=[O:17])[O:18][C:19]([CH3:20])([CH3:21])[CH3:22])[NH:23][C:24]([O:25][CH2:26][c:27]2[cH:28][cH:29][cH:30][cH:31][cH:32]2)=[O:33])=[O:34])[CH2:10][CH2:11]1.[CH3:37][CH2:38][OH:39].[H:35][H:36]>>[CH2:1]([CH3:2])[O:3][C:4](=[O:5])[N:6]1[CH2:7][CH2:8][N:9]([C:12]([CH:13]([CH2:14][CH2:15][C:16](=[O:17])[O:18][C:19]([CH3:20])([CH3:21])[CH3:22])[NH2:23])=[O:34])[CH2:10][CH2:11]1. Reaction SMILES: [C:1]([O:5][C:6](=[O:19])[NH:7][C:8]1[CH:13]=[C:12]([N:14]([CH3:16])[CH3:15])[C:11]([Cl:17])=[CH:10][C:9]=1[NH2:18])([CH3:4])([CH3:3])[CH3:2].C([O:24][C:25](=O)[CH2:26][C:27](=[O:47])[C:28]1[CH:33]=[CH:32][CH:31]=[C:30]([N:34]2[C:38]([CH2:39][O:40][CH:41]3[CH2:46][CH2:45][CH2:44][CH2:43][O:42]3)=[CH:37][N:36]=[N:35]2)[CH:29]=1)(C)(C)C>>[C:1]([O:5][C:6](=[O:19])[NH:7][C:8]1[CH:13]=[C:12]([N:14]([CH3:16])[CH3:15])[C:11]([Cl:17])=[CH:10][C:9]=1[NH:18][C:25](=[O:24])[CH2:26][C:27](=[O:47])[C:28]1[CH:33]=[CH:32][CH:31]=[C:30]([N:34]2[C:38]([CH2:39][O:40][CH:41]3[CH2:46][CH2:45][CH2:44][CH2:43][O:42]3)=[CH:37][N:36]=[N:35]2)[CH:29]=1)([CH3:4])([CH3:2])[CH3:3]. The reactants are C(C)(C)(C)OC(NC1=C(C=C(C(=C1)N(C)C)Cl)N)=O ((2-amino-4-chloro-5-dimethylamino-phenyl)-carbamic acid tert.-butyl ester), C(C)(C)(C)OC(CC(C1=CC(=CC=C1)N1N=NC=C1COC1OCCCC1)=O)=O ((RS)-3-oxo-3-{3-[5-(tetrahydro-pyran-2-yloxymethyl)-[1,2,3]triazol-1-yl]-phenyl}-propionic acid tert-butyl ester). Yields the product C(C)(C)(C)OC(NC1=C(C=C(C(=C1)N(C)C)Cl)NC(CC(C1=CC(=CC=C1)N1N=NC=C1COC1OCCCC1)=O)=O)=O ((RS)-[4-Chloro-5-dimethylamino-2-(3-oxo-3-{3-[5-(tetrahydro-pyran-2-yloxymethyl)-[1,2,3]triazol-1-yl]-phenyl}-propionylamino)-phenyl]-carbamic acid tert.-butyl ester), oil. Procedure: The title compound was prepared from (2-amino-4-chloro-5-dimethylamino-phenyl)-carbamic acid tert.-butyl ester (Example J1) (143 mg, 0.5 mmol) and (RS)-3-oxo-3-{3-[5-(tetrahydro-pyran-2-yloxymethyl)-[1,2,3]triazol-1-yl]-phenyl}-propionic acid tert-butyl ester (Example K5) (250 mg, 0.62 mmol) according to the general procedure M. Obtained as a yellow oil (257 mg). The reactants are O=C(O)Cc1cccc2cnccc12, Nc1ccsc1-c1ncco1. Yields the product O=C(Cc1cccc2cnccc12)Nc1ccsc1-c1ncco1. As a reaction SMILES: [cH:1]1[n:2][cH:3][cH:4][c:5]2[c:6]([CH2:11][C:12](=[O:13])[OH:14])[cH:7][cH:8][cH:9][c:10]12.[o:15]1[c:16](-[c:20]2[s:21][cH:22][cH:23][c:24]2[NH2:25])[n:17][cH:18][cH:19]1>>[cH:1]1[n:2][cH:3][cH:4][c:5]2[c:6]([CH2:11][C:12](=[O:14])[NH:25][c:24]3[c:20](-[c:16]4[o:15][cH:19][cH:18][n:17]4)[s:21][cH:22][cH:23]3)[cH:7][cH:8][cH:9][c:10]12. The reactants are C1(=CC=CC=C1)C(=NO)C1=CC=2C(=CN=CC2)N1 (phenyl(1H-pyrrolo[2,3-c]pyridin-2-yl)methanone oxime), [H-].[Na+] (sodium hydride), Cl.ClCCN1CCOCC1 (N-(2-chloroethyl)morpholine hydrochloride), [H-].[Na+] (sodium hydride), Cl (hydrogen chloride), solution. Solvent: CN(C=O)C (N,N-dimethyl formamide), O (water), C(C)(=O)OCC (ethyl acetate), CN(C=O)C (N,N-dimethylformamide), C(C)OCC (diethyl ether). Reaction conditions: time 0.5 hour. Product: Cl.N1(CCOCC1)CCON=C(C1=CC=2C(=CN=CC2)N1)C1=CC=CC=C1 (phenyl(1H-pyrrolo[2,3-c]pyridin-2-yl)methanone O-[2-(4-morpholinyl)ethyl]oxime hydrochloride). As a reaction SMILES: [C:1]1([C:7]([C:10]2[NH:18][C:13]3=[CH:14][N:15]=[CH:16][CH:17]=[C:12]3[CH:11]=2)=[N:8][OH:9])[CH:6]=[CH:5][CH:4]=[CH:3][CH:2]=1.[H-].[Na+].Cl.[Cl:22][CH2:23][CH2:24][N:25]1[CH2:30][CH2:29][O:28][CH2:27][CH2:26]1.Cl>CN(C)C=O.C(OCC)(=O)C.C(OCC)C.O>[ClH:22].[N:25]1([CH2:24][CH2:23][O:9][N:8]=[C:7]([C:1]2[CH:2]=[CH:3][CH:4]=[CH:5][CH:6]=2)[C:10]2[NH:18][C:13]3=[CH:14][N:15]=[CH:16][CH:17]=[C:12]3[CH:11]=2)[CH2:30][CH2:29][O:28][CH2:27][CH2:26]1 |f:1.2,3.4,10.11|. Reported procedure: A mixture of phenyl(1H-pyrrolo[2,3-c]pyridin-2-yl)methanone oxime (Example 39) (100 mg, 0.42 mmol) and sodium hydride (17 mg of 60% in mineral oil, 0.43 mmol) in N,N-dimethyl formamide (2 mL) was stirred under a nitrogen atmosphere for 0.5 h. A mixture of N-(2-chloroethyl)morpholine hydrochloride (80 mg, 0.43 mmol) and sodium hydride (17 mg of 60% in mineral oil, 0.43 mmol) in N,N-dimethylformamide was added and the reaction mixture was stirred at room temperature for 38 h. The reaction mixture ...